From a dataset of the Open Reaction Database (ORD), a public repository of structured organic reaction records. describe an organic reaction: reactants, conditions, products, and yield Reactants: C=CCN1CCc2cc(O)ccc2C1, CS(=O)(=O)OCC1COC(Cn2ccnc2)(c2ccc(Cl)cc2Cl)O1, CCO, [Na]. Product: C=CCN1CCc2cc(OCC3COC(Cn4ccnc4)(c4ccc(Cl)cc4Cl)O3)ccc2C1. Reaction SMILES: [CH2:1]([CH:2]=[CH2:3])[N:4]1[CH2:5][c:6]2[cH:7][cH:8][c:9]([OH:14])[cH:10][c:11]2[CH2:12][CH2:13]1.[CH3:16][S:17]([O:18][CH2:21][CH:22]1[O:23][C:24]([CH2:27][n:28]2[cH:29][n:30][cH:31][cH:32]2)([c:33]2[c:34]([Cl:40])[cH:35][c:36]([Cl:39])[cH:37][cH:38]2)[O:25][CH2:26]1)(=[O:19])=[O:20].[CH3:41][CH2:42][OH:43].[Na:15]>>[CH2:1]([CH:2]=[CH2:3])[N:4]1[CH2:5][c:6]2[cH:7][cH:8][c:9]([O:14][CH2:21][CH:22]3[O:23][C:24]([CH2:27][n:28]4[cH:29][n:30][cH:31][cH:32]4)([c:33]4[c:34]([Cl:40])[cH:35][c:36]([Cl:39])[cH:37][cH:38]4)[O:25][CH2:26]3)[cH:10][c:11]2[CH2:12][CH2:13]1. Reactants: CCCCC1(NC(C)=O)c2ccccc2-c2[nH]c(=O)c3nccn3c21, CO, Cl. The product is Cl, CCCCC1(N)c2ccccc2-c2[nH]c(=O)c3nccn3c21. Reaction SMILES: [C:1](=[O:2])([CH3:3])[NH:4][C:5]1([CH2:22][CH2:23][CH2:24][CH3:25])[c:6]2[cH:7][cH:8][cH:9][cH:10][c:11]2-[c:12]2[nH:13][c:14](=[O:21])[c:15]3[n:16]([c:17]21)[cH:18][cH:19][n:20]3.[CH3:27][OH:28].[ClH:26]>>[ClH:26].[NH2:4][C:5]1([CH2:22][CH2:23][CH2:24][CH3:25])[c:6]2[cH:7][cH:8][cH:9][cH:10][c:11]2-[c:12]2[nH:13][c:14](=[O:21])[c:15]3[n:16]([c:17]21)[cH:18][cH:19][n:20]3. Reactants: O=C(NCCCCc1ccc(OCC(=O)N(CCO)CCO)cc1)OCc1ccccc1, CCO, [H][H]. As a reaction SMILES: [CH2:1]([O:2][C:3](=[O:4])[NH:10][CH2:11][CH2:12][CH2:13][CH2:14][c:15]1[cH:16][cH:17][c:18]([O:21][CH2:22][C:23]([N:24]([CH2:25][CH2:26][OH:27])[CH2:28][CH2:29][OH:30])=[O:31])[cH:19][cH:20]1)[c:5]1[cH:6][cH:7][cH:8][cH:9][cH:32]1.[CH3:35][CH2:36][OH:37].[H:33][H:34]>>[NH2:10][CH2:11][CH2:12][CH2:13][CH2:14][c:15]1[cH:16][cH:17][c:18]([O:21][CH2:22][C:23]([N:24]([CH2:25][CH2:26][OH:27])[CH2:28][CH2:29][OH:30])=[O:31])[cH:19][cH:20]1. Yields the product NCCCCc1ccc(OCC(=O)N(CCO)CCO)cc1. The reactants are O=S(=O)(Cl)c1ccc(Br)c(F)c1, ClCCl, Nc1cccc(Br)n1, c1ccncc1. The product is O=S(=O)(Nc1cccc(Br)n1)c1ccc(Br)c(F)c1. As a reaction SMILES: [Br:1][c:2]1[c:3]([F:12])[cH:4][c:5]([S:8](=[O:9])(=[O:10])[Cl:11])[cH:6][cH:7]1.[Cl:21][CH2:22][Cl:23].[NH2:13][c:14]1[n:15][c:16]([Br:20])[cH:17][cH:18][cH:19]1.[cH:24]1[cH:25][cH:26][n:27][cH:28][cH:29]1>>[Br:1][c:2]1[c:3]([F:12])[cH:4][c:5]([S:8](=[O:9])(=[O:10])[NH:13][c:14]2[n:15][c:16]([Br:20])[cH:17][cH:18][cH:19]2)[cH:6][cH:7]1.